From a dataset of the Open Reaction Database (ORD), a public repository of structured organic reaction records. describe an organic reaction: reactants, conditions, products, and yield As a reaction SMILES: [OH:1][C:2]1[CH:9]=[CH:8][C:5]([CH:6]=[O:7])=[CH:4][CH:3]=1.[C:10]([O:14][CH3:15])(=[O:13])[CH2:11]O.C1(P(C2C=CC=CC=2)C2C=CC=CC=2)C=CC=CC=1.CCOC(/N=N/C(OCC)=O)=O>O1CCCC1>[CH:6]([C:5]1[CH:8]=[CH:9][C:2]([O:1][CH2:11][C:10]([O:14][CH3:15])=[O:13])=[CH:3][CH:4]=1)=[O:7]. Starting materials: CCOC(=O)/N=N/C(=O)OCC (diethylazodicarboxylate), OC1=CC=C(C=O)C=C1 (4-hydroxy benzaldehyde), C(CO)(=O)OC (methyl glycolate), C1(=CC=CC=C1)P(C1=CC=CC=C1)C1=CC=CC=C1 (triphenylphosphine). The yield is 67.0%. Conditions: time 0.5 hour. Yields the product C(=O)C1=CC=C(OCC(=O)OC)C=C1 (Methyl 2-(4-formylphenoxy)ethanoate). Solvent: O1CCCC1 (tetrahydrofuran). Procedure: A solution of 4-hydroxy benzaldehyde, (1.22 g, 0.01 m), methyl glycolate (0.97 g, 0.01 m), and triphenylphosphine, (3.93 g, 0.015 m), in dry tetrahydrofuran, (50 ml) was stirred with cooling in ice and diethylazodicarboxylate, (2.61 g, 0.015 m), added dropwise. The solution was stirred at room temperature for 0.5 hours, then evaporated in vacuo to dryness. Column chromatography of the residue on silica gel eluting with chloroform yielded 1.30 g (67%) of the title compound as an oil which crystal... Starting materials: CO, Fc1ccc2cc(C3CCNCC3)ccc2c1, c1cc(OCC2CO2)c2ccsc2c1. Product: OC(COc1cccc2sccc12)CN1CCC(c2ccc3cc(F)ccc3c2)CC1. As a reaction SMILES: [CH3:32][OH:33].[F:1][c:2]1[cH:3][c:4]2[cH:5][cH:6][c:7]([CH:12]3[CH2:13][CH2:14][NH:15][CH2:16][CH2:17]3)[cH:8][c:9]2[cH:10][cH:11]1.[O:18]1[CH:19]([CH2:21][O:22][c:23]2[cH:24][cH:25][cH:26][c:27]3[s:28][cH:29][cH:30][c:31]23)[CH2:20]1>>[F:1][c:2]1[cH:3][c:4]2[cH:5][cH:6][c:7]([CH:12]3[CH2:13][CH2:14][N:15]([CH2:20][CH:19]([OH:18])[CH2:21][O:22][c:23]4[cH:24][cH:25][cH:26][c:27]5[s:28][cH:29][cH:30][c:31]45)[CH2:16][CH2:17]3)[cH:8][c:9]2[cH:10][cH:11]1. The reactants are O=C([O-])O, CC(=O)CCc1ccc2c(c1)OCO2, CCO, Cl, NCCc1ccc(O)c(O)c1, [Na+], O=[Pt]. Yields the product Cl, CC(CCc1ccc2c(c1)OCO2)NCCc1ccc(O)c(O)c1. Reaction SMILES: [C:1](=[O:2])([OH:3])[O-:4].[CH2:18]1[O:19][c:20]2[cH:21][c:22]([CH2:27][CH2:28][C:29]([CH3:30])=[O:31])[cH:23][cH:24][c:25]2[O:26]1.[CH3:34][CH2:35][OH:36].[ClH:6].[NH2:7][CH2:8][CH2:9][c:10]1[cH:11][c:12]([OH:13])[c:14]([OH:15])[cH:16][cH:17]1.[Na+:5].[Pt:32]=[O:33]>>[ClH:6].[NH:7]([CH2:8][CH2:9][c:10]1[cH:11][c:12]([OH:13])[c:14]([OH:15])[cH:16][cH:17]1)[CH:29]([CH2:28][CH2:27][c:22]1[cH:21][c:20]2[c:25]([cH:24][cH:23]1)[O:26][CH2:18][O:19]2)[CH3:30].